This data is from the Open Reaction Database (ORD), a public repository of structured organic reaction records. The task is: describe an organic reaction: reactants, conditions, products, and yield The reactants are BrC1=CN=C2N1N=CC(=N2)C(C)(C)C (7-bromo-3-tert-butylimidazo[1,2-b][1,2,4]triazine), FC1=C(C=C(C=C1)B(O)O)C1=NC=CC=C1 (4-fluoro-3-(pyridin-2-yl)phenylboronic acid). The product is C(C)(C)(C)C1=NC=2N(N=C1)C(=CN2)C2=CC(=C(C=C2)F)C2=NC=CC=C2 (3-tert-Butyl-7-[4-fluoro-3-(pyridin-2-yl)phenyl]imidazo[1,2-b][1,2,4]triazine). The yield is 29.0%. Reaction SMILES: Br[C:2]1[N:6]2[N:7]=[CH:8][C:9]([C:11]([CH3:14])([CH3:13])[CH3:12])=[N:10][C:5]2=[N:4][CH:3]=1.[F:15][C:16]1[CH:21]=[CH:20][C:19](B(O)O)=[CH:18][C:17]=1[C:25]1[CH:30]=[CH:29][CH:28]=[CH:27][N:26]=1>>[C:11]([C:9]1[CH:8]=[N:7][N:6]2[C:2]([C:19]3[CH:20]=[CH:21][C:16]([F:15])=[C:17]([C:25]4[CH:30]=[CH:29][CH:28]=[CH:27][N:26]=4)[CH:18]=3)=[CH:3][N:4]=[C:5]2[N:10]=1)([CH3:14])([CH3:13])[CH3:12]. Reported procedure: This compound was prepared in 29% yield as described in the final paragraph of Example 2, step d, but using 7-bromo-3-tert-butylimidazo[1,2-b][1,2,4]triazine instead of 7-bromo-3-trifluoromethylimidazo[1,2-b][1,2,4]triazine, and using 4-fluoro-3-(pyridin-2-yl)phenylboronic acid instead of 2′-fluoro-5′-(4,4,5,5-tetramethyl-[1,3,2]dioxaborolan-2-yl)biphenyl-2-carbonitrile: 1H NMR (400 MHz, CDCl3) δ 1.50 (9H, s), 7.29-7.33 (2H, m), 7.80 (1H, m), 7.86 (1H, m), 8.07 (1H, m), 8.25 (1H, s), 8.59 (1H, s... Run in O (water). Starting materials: ClC1=C(C(=CC=C1)N)N (3-chloro-benzene-1,2-diamine), C1CCOC1 (THF), C(=O)(C=1NC=CN1)C=1NC=CN1 (carbonyl diimidazole), Cl (HCl). Procedure details: To a solution of 3-chloro-benzene-1,2-diamine (0.820 g, 5.75 mmol) and THF (25 mL), was added carbonyl diimidazole (1.12 g, 6.90 mmol) at 0° C. The mixture was stirred for 16 h and allowed to warm to 23° C. A solution of 1M aqueous HCl (25 mL) was added to the reaction mixture at 0° C., followed by water (100 mL) and the mixture was stirred for 1 h. The precipitated solid was filtered and dried under high vacuum for 18 h to yield the titled compound, which was used in the next step without furth... RXN SMILES: [Cl:1][C:2]1[CH:7]=[CH:6][CH:5]=[C:4]([NH2:8])[C:3]=1[NH2:9].C1C[O:13][CH2:12]C1.C(C1NC=CN=1)(C1NC=CN=1)=O.Cl>O>[Cl:1][C:2]1[C:3]2[NH:9][C:12](=[O:13])[NH:8][C:4]=2[CH:5]=[CH:6][CH:7]=1. Conditions: temperature 23 celsius, time 16 hour. Yields the product ClC1=CC=CC=2NC(NC21)=O (4-Chloro-1,3-dihydro-benzoimidazol-2-one). Reactants: CNCCO, CCO, ClCC1CC1(c1cccc(Cl)c1)c1cccc(Cl)c1. Product: CN(CCO)CC1CC1(c1cccc(Cl)c1)c1cccc(Cl)c1. As a reaction SMILES: [CH3:1][NH:2][CH2:3][CH2:4][OH:5].[CH3:25][CH2:26][OH:27].[Cl:6][c:7]1[cH:8][c:9]([C:13]2([c:18]3[cH:19][c:20]([Cl:24])[cH:21][cH:22][cH:23]3)[CH:14]([CH2:16][Cl:17])[CH2:15]2)[cH:10][cH:11][cH:12]1>>[CH3:1][N:2]([CH2:3][CH2:4][OH:5])[CH2:16][CH:14]1[C:13]([c:9]2[cH:8][c:7]([Cl:6])[cH:12][cH:11][cH:10]2)([c:18]2[cH:19][c:20]([Cl:24])[cH:21][cH:22][cH:23]2)[CH2:15]1. Starting materials: CCO, Cn1cc2c(n1)-c1ccccc1N(C(=O)c1ccc([N+](=O)[O-])cc1)CC2, NN. Yields the product Cn1cc2c(n1)-c1ccccc1N(C(=O)c1ccc(N)cc1)CC2. As a reaction SMILES: [CH2:29]([OH:30])[CH3:31].[CH3:1][n:2]1[n:3][c:4]2[c:5]([cH:26]1)[CH2:6][CH2:7][N:8]([C:15]([c:16]1[cH:17][cH:18][c:19]([N+:22]([O-:23])=[O:24])[cH:20][cH:21]1)=[O:25])[c:9]1[c:10]-2[cH:11][cH:12][cH:13][cH:14]1.[NH2:27][NH2:28]>>[CH3:1][n:2]1[n:3][c:4]2[c:5]([cH:26]1)[CH2:6][CH2:7][N:8]([C:15]([c:16]1[cH:17][cH:18][c:19]([NH2:22])[cH:20][cH:21]1)=[O:25])[c:9]1[c:10]-2[cH:11][cH:12][cH:13][cH:14]1. Reagents/catalysts: [O-2].[Mn+2] (manganese oxide). The reactants are COC1=CC=C2C=CC=C(C2=C1)CO ((7-Methoxy-1-naphthyl)methanol), alcohol. Reported procedure: 19.2 g (0.1 mol) of the compound obtained in Step B are dissolved in 300 ml of CH2Cl2. Under argon, 65 g (7.5 eq) of manganese oxide are added in three stages (t═0: 25 g, t=3 h :25 g, and t=24 h: 15 g). The alcohol is totally oxidised after a further 24 hours. The mixture is then filtered over Celite in order to remove the mineral compounds, rinsed with CH2Cl2 and then filtered over silica to yield an oil which solidifies on cooling. The solvent is C(Cl)Cl (CH2Cl2). The product is COC1=CC=C2C=CC=C(C2=C1)C=O (7-Methoxy-1-naphthaldehyde). RXN SMILES: [CH3:1][O:2][C:3]1[CH:12]=[C:11]2[C:6]([CH:7]=[CH:8][CH:9]=[C:10]2[CH2:13][OH:14])=[CH:5][CH:4]=1>C(Cl)Cl.[O-2].[Mn+2]>[CH3:1][O:2][C:3]1[CH:12]=[C:11]2[C:6]([CH:7]=[CH:8][CH:9]=[C:10]2[CH:13]=[O:14])=[CH:5][CH:4]=1 |f:2.3|. Starting materials: [C-]#N, Cl, [Na+], N#C[Na], O=C(O)CC(=O)CCl, O. The product is N#CC(O)(CCl)CC(=O)O. RXN SMILES: [C-:12]#[N:13].[ClH:15].[Na+:14].[Na:9][C:10]#[N:11].[O:1]=[C:2]([CH2:3][C:4](=[O:5])[OH:6])[CH2:7][Cl:8].[OH2:16]>>[OH:1][C:2]([CH2:3][C:4](=[O:5])[OH:6])([CH2:7][Cl:8])[C:10]#[N:11]. The reactants are COC=1C=CC=C(COCC(=O)C2=CC=CC=C2)C1 (5-methoxy-2-benzyloxyacetophenone), C[O-].[Na+] (sodium methoxide), CO (methanol), [N+](=O)([O-])C=1C=C(C=O)C=CC1 (3-nitrobenzaldehyde). Reaction conditions: time 20 minute. The product is C(C1=CC=CC=C1)OC1=C(C=C(C=C1)OC)C(C=CC1=CC(=CC=C1)[N+](=O)[O-])=O (1-(2-Benzyloxy-5-methoxyphenyl)-3-(3-nitrophenyl)-prop-2-en-1-one). The yield is 98.0%. Reaction SMILES: CO[C:3]1[CH:4]=[CH:5][CH:6]=[C:7]([CH:19]=1)[CH2:8][O:9][CH2:10][C:11]([C:13]1[CH:18]=[CH:17][CH:16]=[CH:15][CH:14]=1)=O.[CH3:20][O-:21].[Na+].[N+:23]([C:26]1[CH:27]=[C:28]([CH:31]=[CH:32][CH:33]=1)[CH:29]=O)([O-:25])=[O:24].C[OH:35]>>[CH2:8]([O:9][C:10]1[CH:11]=[CH:13][C:18]([O:21][CH3:20])=[CH:17][C:16]=1[C:15](=[O:35])[CH:14]=[CH:29][C:28]1[CH:31]=[CH:32][CH:33]=[C:26]([N+:23]([O-:25])=[O:24])[CH:27]=1)[C:7]1[CH:19]=[CH:3][CH:4]=[CH:5][CH:6]=1 |f:1.2|. Reported procedure: To a stirred solution of 13.5 g (0.053 mole) of 5-methoxy-2-benzyloxyacetophenone in 100 ml absolute methanol at ambient temperature was added 2.84 g (0.053 mole) sodium methoxide. After 20 minutes, 8.0 g (0.053 mole) 3-nitrobenzaldehyde was added and the reaction mixture was stirred at ambient temperature for 18 hours. The resulting precipitate was filtered, washed with absolute methanol and then dried in vacuo to afford 20.2 g (98%) the title product as a solid, mp 108°-110° C. Analysis calcul... Starting materials: COc1nnc(-c2ccncc2)cc1-c1cc2ccc(C(C)=O)cc2n1C(=O)OC(C)(C)C, CN1CCNCC1. Product: COc1nnc(-c2ccncc2)cc1-c1cc2ccc(C(C)N3CCN(C)CC3)cc2n1C(=O)OC(C)(C)C. RXN SMILES: [C:1]([CH3:2])([CH3:3])([CH3:4])[O:5][C:6](=[O:7])[n:8]1[c:9](-[c:20]2[c:21]([O:32][CH3:33])[n:22][n:23][c:24](-[c:26]3[cH:27][cH:28][n:29][cH:30][cH:31]3)[cH:25]2)[cH:10][c:11]2[cH:12][cH:13][c:14]([C:17]([CH3:18])=[O:19])[cH:15][c:16]12.[CH3:34][N:35]1[CH2:36][CH2:37][NH:38][CH2:39][CH2:40]1>>[C:1]([CH3:2])([CH3:3])([CH3:4])[O:5][C:6](=[O:7])[n:8]1[c:9](-[c:20]2[c:21]([O:32][CH3:33])[n:22][n:23][c:24](-[c:26]3[cH:27][cH:28][n:29][cH:30][cH:31]3)[cH:25]2)[cH:10][c:11]2[cH:12][cH:13][c:14]([CH:17]([CH3:18])[N:38]3[CH2:37][CH2:36][N:35]([CH3:34])[CH2:40][CH2:39]3)[cH:15][c:16]12. Reactants: [OH-].[Na+] (sodium hydroxide), O (water), CSC1=NC=C(C(=N1)NCC1=CC(=C(C=C1)OC)Cl)C(=O)OCC (2-methylthio-4-(3-chloro-4-methoxybenzylamino)-5-ethoxycarbonylpyrimidine), C(CC(O)(C(=O)O)CC(=O)O)(=O)O (citric acid). Run in CS(=O)C (dimethylsulfoxide), CS(=O)C (dimethylsulfoxide). Reaction conditions: time 8 hour. Product: CSC1=NC=C(C(=N1)NCC1=CC(=C(C=C1)OC)Cl)C(=O)O (2-methylthio-4-(3-chloro-4-methoxybenzylamino)-5-carboxypyrimidine). Yield: 100.9%. Reaction SMILES: [CH3:1][S:2][C:3]1[N:8]=[C:7]([NH:9][CH2:10][C:11]2[CH:16]=[CH:15][C:14]([O:17][CH3:18])=[C:13]([Cl:19])[CH:12]=2)[C:6]([C:20]([O:22]CC)=[O:21])=[CH:5][N:4]=1.[OH-].[Na+].C(O)(=O)CC(CC(O)=O)(C(O)=O)O.O>CS(C)=O>[CH3:1][S:2][C:3]1[N:8]=[C:7]([NH:9][CH2:10][C:11]2[CH:16]=[CH:15][C:14]([O:17][CH3:18])=[C:13]([Cl:19])[CH:12]=2)[C:6]([C:20]([OH:22])=[O:21])=[CH:5][N:4]=1 |f:1.2|. Procedure: A suspension of 2-methylthio-4-(3-chloro-4-methoxybenzylamino)-5-ethoxycarbonylpyrimidine (2.00 g) obtained in Example 1 (1) in dimethylsulfoxide (10 ml) is treated with 10% aqueous sodium hydroxide solution (10 ml) at room temperature. To the reaction mixture is added dimethylsulfoxide (5 ml), and the mixture is stirred at room temperature overnight. To the resulting colorless solution is added citric acid until the solution becomes acidic. To the solution is added an excess amount of water (ab...